This data is from the Open Reaction Database (ORD), a public repository of structured organic reaction records. The task is: describe an organic reaction: reactants, conditions, products, and yield Starting materials: Cl.C(C)(C)(C)OC(CN)=O (glycine tert-butyl ester hydrochloride), [O-]C#N.[K+] (potassium cyanate). Run in O (water), O (water). Reaction conditions: temperature 0 celsius. The product is C(C)(C)(C)OC(CNC(=O)N)=O (Ureido-acetic acid tert-butyl ester). As a reaction SMILES: Cl.[C:2]([O:6][C:7](=[O:10])[CH2:8][NH2:9])([CH3:5])([CH3:4])[CH3:3].[O-:11][C:12]#[N:13].[K+]>O>[C:2]([O:6][C:7](=[O:10])[CH2:8][NH:9][C:12]([NH2:13])=[O:11])([CH3:5])([CH3:4])[CH3:3] |f:0.1,2.3|. Reported procedure: To a solution of glycine tert-butyl ester hydrochloride (15.13 g, 89.5 mmol) in water (12 ml), a warm solution of potassium cyanate (8.89 g, 107.4 mmol) in water (12 ml) is added in one portion. The clear solution is heated to 65° C. to 70° C. for 15 minutes before removing from heat and cooling to 0° C. in an ice bath. MeOH (approximately 5 ml) is added to dissolve the oil formed and the mixture allowed to sit at 0° C. The crystals formed are filtered, washed with ice water (3×2 ml) and dried t... Starting materials: FC1=C(C(=CC=C1)F)N1C(NCC2=C1N=C(N=C2C2=C(C=CC(=C2)C(=O)NCC2=CC=CC=C2)C)NC2CCN(CC2)C(=O)OC(C)(C)C)=O (1,1-dimethylethyl 4-{[8-(2,6-difluorophenyl)-4-(2-methyl-5-{[(phenylmethyl)amino]carbonyl}phenyl)-7-oxo-5,6,7,8-tetrahydropyrimido[4,5-d]pyrimidin-2-yl]amino}-1-piperidinecarboxylate), FC(C(=O)O)(F)F (Trifluoroacetic acid). Run in C(Cl)Cl (CH2Cl2). Reaction conditions: temperature 0 celsius. The product is [NH4+].[OH-] (NH4OH), FC1=C(C(=CC=C1)F)N1C(NCC2=C1N=C(N=C2C=2C=C(C(=O)NCC1=CC=CC=C1)C=CC2C)NC2CCNCC2)=O (3-[8-(2,6-Difluorophenyl)-7-oxo-2-(4-piperidinylamino)-5,6,7,8-tetrahydropyrimido[4,5-d]pyrimidin-4-yl]-4-methyl-N-(phenylmethyl)benzamide). Reaction SMILES: [F:1][C:2]1[CH:7]=[CH:6][CH:5]=[C:4]([F:8])[C:3]=1[N:9]1[C:14]2[N:15]=[C:16]([NH:36][CH:37]3[CH2:42][CH2:41][N:40](C(OC(C)(C)C)=O)[CH2:39][CH2:38]3)[N:17]=[C:18]([C:19]3[CH:24]=[C:23]([C:25]([NH:27][CH2:28][C:29]4[CH:34]=[CH:33][CH:32]=[CH:31][CH:30]=4)=[O:26])[CH:22]=[CH:21][C:20]=3[CH3:35])[C:13]=2[CH2:12][NH:11][C:10]1=[O:50].FC(F)(F)C(O)=O>C(Cl)Cl>[NH4+:9].[OH-:26].[F:1][C:2]1[CH:7]=[CH:6][CH:5]=[C:4]([F:8])[C:3]=1[N:9]1[C:14]2[N:15]=[C:16]([NH:36][CH:37]3[CH2:42][CH2:41][NH:40][CH2:39][CH2:38]3)[N:17]=[C:18]([C:19]3[CH:24]=[C:23]([CH:22]=[CH:21][C:20]=3[CH3:35])[C:25]([NH:27][CH2:28][C:29]3[CH:30]=[CH:31][CH:32]=[CH:33][CH:34]=3)=[O:26])[C:13]=2[CH2:12][NH:11][C:10]1=[O:50] |f:3.4|. Procedure details: The compound 1,1-dimethylethyl 4-{[8-(2,6-difluorophenyl)-4-(2-methyl-5-{[(phenylmethyl)amino]carbonyl}phenyl)-7-oxo-5,6,7,8-tetrahydropyrimido[4,5-d]pyrimidin-2-yl]amino}-1-piperidinecarboxylate, (0.052 g, 0.0076 mmol) was dissolved in CH2Cl2 (4 mL) and stirred under argon at 0° C. Trifluoroacetic acid (1 mL) was added and the mixture stirred under argon at 0° C. for 2 h. The solvents were pumped off in vacuo, and the residue was partitioned between EtOAc and H2O. The mixture was made basic by ...